Dataset: the Open Reaction Database (ORD), a public repository of structured organic reaction records. Task: describe an organic reaction: reactants, conditions, products, and yield The reactants are NC(C(=O)O)CC(CC)C (2-amino-4-methylhexanoic acid), amino acids, cyano, L-amino acid, amino acids, 1-fluoro-2,4-dinitrophenyl-5-L-alanineamide, NC(C(=O)O)C[C@H](CC)C ((2RS,4S)-2-amino-4-methyl hexanoic acid), BrCC(CC)C ((±)-1-bromo-2-methyl butane). The solvent is CO.O (MeOH H2O). The product is CCC(C)C[C@@H](C(=O)O)N (Hil). RXN SMILES: [NH2:1][CH:2]([CH2:6][CH:7]([CH3:10])[CH2:8][CH3:9])[C:3]([OH:5])=[O:4].BrCC(C)CC.NC(C[C@@H](C)CC)C(O)=O>CO.O>[CH3:9][CH2:8][CH:7]([CH2:6][C@H:2]([NH2:1])[C:3]([OH:5])=[O:4])[CH3:10] |f:3.4|. Procedure details: Two, 2-amino-4-methylhexanoic acid (homoisoleucine, Hil) units were identified after analyzing the PS (phase sensitive) DQF COSY and TOCSY spectra of vitilevuamide. The stereochemistry of the amino acids was confirmed by chemical synthesis of all four diastereomers, and evaluation of the 1-fluoro-2,4-dinitrophenyl-5-L-alanineamide (FDAA; Sigma Chemical Co., St. Louis, Mo.) derived amino acids by HPLC on a cyano column. The mixtures of (2RS,4S) and all four isomers of Hil were synthesized startin...